From a dataset of the Open Reaction Database (ORD), a public repository of structured organic reaction records. describe an organic reaction: reactants, conditions, products, and yield Starting materials: CS(=O)(=O)c1ccc(Br)nc1, O=C([O-])[O-], CCC(C)(C)O, [K+], [K+], CC(C)(O)c1ccc(-c2nc(C(N)=O)c(N)s2)cc1, O=C(C=Cc1ccccc1)C=Cc1ccccc1, O=C(C=Cc1ccccc1)C=Cc1ccccc1, O=C(C=Cc1ccccc1)C=Cc1ccccc1, [Pd], [Pd]. As a reaction SMILES: [Br:20][c:21]1[n:22][cH:23][c:24]([S:27](=[O:28])(=[O:29])[CH3:30])[cH:25][cH:26]1.[C:31](=[O:32])([O-:33])[O-:34].[C:37]([OH:38])([CH2:39][CH3:40])([CH3:41])[CH3:42].[K+:35].[K+:36].[NH2:1][c:2]1[c:3]([C:17](=[O:18])[NH2:19])[n:4][c:5](-[c:7]2[cH:8][cH:9][c:10]([C:13]([CH3:14])([CH3:15])[OH:16])[cH:11][cH:12]2)[s:6]1.[O:45]=[C:46]([CH:47]=[CH:48][c:49]1[cH:50][cH:51][cH:52][cH:53][cH:54]1)[CH:55]=[CH:56][c:57]1[cH:58][cH:59][cH:60][cH:61][cH:62]1.[O:63]=[C:64]([CH:65]=[CH:66][c:67]1[cH:68][cH:69][cH:70][cH:71][cH:72]1)[CH:73]=[CH:74][c:75]1[cH:76][cH:77][cH:78][cH:79][cH:80]1.[O:81]=[C:82]([CH:83]=[CH:84][c:85]1[cH:86][cH:87][cH:88][cH:89][cH:90]1)[CH:91]=[CH:92][c:93]1[cH:94][cH:95][cH:96][cH:97][cH:98]1.[Pd:43].[Pd:44]>>[NH:1]([c:2]1[c:3]([C:17](=[O:18])[NH2:19])[n:4][c:5](-[c:7]2[cH:8][cH:9][c:10]([C:13]([CH3:14])([CH3:15])[OH:16])[cH:11][cH:12]2)[s:6]1)[c:21]1[n:22][cH:23][c:24]([S:27](=[O:28])(=[O:29])[CH3:30])[cH:25][cH:26]1. Yields the product CC(C)(O)c1ccc(-c2nc(C(N)=O)c(Nc3ccc(S(C)(=O)=O)cn3)s2)cc1. Reactants: COC1=CC=C2CCC(CC2=C1)N(CCC)C1CCNCC1 ((7-methoxy-1,2,3,4-tetrahydro-naphthalen-2-yl)-piperidin-4-yl-propyl-amine), C(C)(=O)N1CCC(CC1)C(=O)O (1-acetylpiperidine-4-carboxylic acid), CCN=C=NCCCN(C)C (EDCI), C=1C=CC2=C(C1)N=NN2O (HOBT). Run in CCN(C(C)C)C(C)C (DIEA). Conditions: temperature 25 celsius, time 48 hour. Yields the product COC1=CC=C2CCC(CC2=C1)N(C1CCN(CC1)C(=O)N1CCOCC1)CCC ({4-[(7-Methoxy-1,2,3,4-tetrahydro-naphthalen-2-yl)-propyl-amino]-piperidin-1-yl}-morpholin-4-yl-methanone). As a reaction SMILES: [CH3:1][O:2][C:3]1[CH:12]=[C:11]2[C:6]([CH2:7][CH2:8][CH:9]([N:13]([CH:17]3[CH2:22][CH2:21][NH:20][CH2:19][CH2:18]3)[CH2:14][CH2:15][CH3:16])[CH2:10]2)=[CH:5][CH:4]=1.[C:23]([N:26]1[CH2:31][CH2:30]C(C(O)=O)[CH2:28][CH2:27]1)(=[O:25])C.CCN=C=NCCCN(C)C.C1C=CC2N([OH:55])N=NC=2C=1>CCN(C(C)C)C(C)C>[CH3:1][O:2][C:3]1[CH:12]=[C:11]2[C:6]([CH2:7][CH2:8][CH:9]([N:13]([CH2:14][CH2:15][CH3:16])[CH:17]3[CH2:18][CH2:19][N:20]([C:23]([N:26]4[CH2:27][CH2:28][O:55][CH2:30][CH2:31]4)=[O:25])[CH2:21][CH2:22]3)[CH2:10]2)=[CH:5][CH:4]=1. Reported procedure: To a solution of (7-methoxy-1,2,3,4-tetrahydro-naphthalen-2-yl)-piperidin-4-yl-propyl-amine (200 μL of 0.25 M in dimethyl formamide, 50 μmole) was added 1-acetylpiperidine-4-carboxylic acid (220 μL of 0.25M in DMF), 300 μL of EDCI (0.25M in DMF) and 220 uL of HOBT (0.25M in DMF) and 30 μL DIEA. The solution was allowed to stir for 48 h at 25° C. under N2. Concentrated in vacuo. The final product was isolated by preparative RPHPLC (YMC Combiprep ODS-A column, 10-90% acetonitrile: water (0.1% TFA)... Starting materials: COc1ccc(C(F)(F)F)cc1N, CN(C)C=O, O=[N+]([O-])c1cc(C(F)(F)F)ccc1Cl, [H-], [Na+], O. The product is COc1ccc(C(F)(F)F)cc1Nc1ccc(C(F)(F)F)cc1[N+](=O)[O-]. RXN SMILES: [CH3:1][O:2][c:3]1[c:4]([NH2:5])[cH:6][c:7]([C:10]([F:11])([F:12])[F:13])[cH:8][cH:9]1.[CH3:31][N:32]([CH3:33])[CH:34]=[O:35].[Cl:16][c:17]1[c:18]([N+:27](=[O:28])[O-:29])[cH:19][c:20]([C:23]([F:24])([F:25])[F:26])[cH:21][cH:22]1.[H-:14].[Na+:15].[OH2:30]>>[CH3:1][O:2][c:3]1[c:4]([NH:5][c:17]2[c:18]([N+:27](=[O:28])[O-:29])[cH:19][c:20]([C:23]([F:24])([F:25])[F:26])[cH:21][cH:22]2)[cH:6][c:7]([C:10]([F:11])([F:12])[F:13])[cH:8][cH:9]1. Reactants: C=C(C(=O)c1ccc(SC)c(Cl)c1Cl)C1CCCC1, O=S(=O)(O)O. RXN SMILES: [Cl:1][c:2]1[c:3]([C:11]([C:12](=[CH2:13])[CH:14]2[CH2:15][CH2:16][CH2:17][CH2:18]2)=[O:19])[cH:4][cH:5][c:6]([S:9][CH3:10])[c:7]1[Cl:8].[S:20](=[O:21])(=[O:22])([OH:23])[OH:24]>>[Cl:1][c:2]1[c:3]2[c:4]([cH:5][c:6]([S:9][CH3:10])[c:7]1[Cl:8])[CH2:13][CH:12]([CH:14]1[CH2:15][CH2:16][CH2:17][CH2:18]1)[C:11]2=[O:19]. Product: CSc1cc2c(c(Cl)c1Cl)C(=O)C(C1CCCC1)C2. Reactants: CC(C)(C)OC(=O)CN1CCc2nc(C(=O)NC3CCC3)ccc2C1, Cl, C1COCCO1. Yields the product O=C(O)CN1CCc2nc(C(=O)NC3CCC3)ccc2C1, Cl. Reaction SMILES: [CH:1]1([NH:5][C:6](=[O:7])[c:8]2[n:9][c:10]3[c:15]([cH:16][cH:17]2)[CH2:14][N:13]([CH2:18][C:19](=[O:20])[O:21][C:22]([CH3:23])([CH3:24])[CH3:25])[CH2:12][CH2:11]3)[CH2:2][CH2:3][CH2:4]1.[ClH:26].[O:27]1[CH2:28][CH2:29][O:30][CH2:31][CH2:32]1>>[CH:1]1([NH:5][C:6](=[O:7])[c:8]2[n:9][c:10]3[c:15]([cH:16][cH:17]2)[CH2:14][N:13]([CH2:18][C:19](=[O:20])[OH:21])[CH2:12][CH2:11]3)[CH2:2][CH2:3][CH2:4]1.[ClH:26]. Reactants: BrB(Br)Br, O=C([O-])O, CCOC(C)=O, COc1cccc(CC2CCCCC2c2nc(-c3ccccc3)c(-c3ccccc3)o2)c1, ClCCl, [Na+]. Reaction SMILES: [B:1]([Br:2])([Br:3])[Br:4].[C:43](=[O:44])([OH:45])[O-:46].[CH3:37][CH2:38][O:39][C:40](=[O:41])[CH3:42].[CH3:5][O:6][c:7]1[cH:8][c:9]([CH2:13][CH:14]2[CH:15]([c:20]3[o:21][c:22](-[c:31]4[cH:32][cH:33][cH:34][cH:35][cH:36]4)[c:23](-[c:25]4[cH:26][cH:27][cH:28][cH:29][cH:30]4)[n:24]3)[CH2:16][CH2:17][CH2:18][CH2:19]2)[cH:10][cH:11][cH:12]1.[Cl:48][CH2:49][Cl:50].[Na+:47]>>[OH:6][c:7]1[cH:8][c:9]([CH2:13][CH:14]2[CH:15]([c:20]3[o:21][c:22](-[c:31]4[cH:32][cH:33][cH:34][cH:35][cH:36]4)[c:23](-[c:25]4[cH:26][cH:27][cH:28][cH:29][cH:30]4)[n:24]3)[CH2:16][CH2:17][CH2:18][CH2:19]2)[cH:10][cH:11][cH:12]1. The product is Oc1cccc(CC2CCCCC2c2nc(-c3ccccc3)c(-c3ccccc3)o2)c1. Reactants: O=C(NCCCCc1ccccc1OCC(O)CO)OCc1ccccc1, CO, [H][H]. Yields the product NCCCCc1ccccc1OCC(O)CO. As a reaction SMILES: [C:1]([O:2][CH2:3][c:4]1[cH:5][cH:6][cH:7][cH:8][cH:9]1)(=[O:10])[NH:11][CH2:12][CH2:13][CH2:14][CH2:15][c:16]1[c:17]([O:22][CH2:23][CH:24]([CH2:25][OH:26])[OH:27])[cH:18][cH:19][cH:20][cH:21]1.[CH3:30][OH:31].[H:28][H:29]>>[NH2:11][CH2:12][CH2:13][CH2:14][CH2:15][c:16]1[c:17]([O:22][CH2:23][CH:24]([CH2:25][OH:26])[OH:27])[cH:18][cH:19][cH:20][cH:21]1.